Dataset: the Open Reaction Database (ORD), a public repository of structured organic reaction records. Task: describe an organic reaction: reactants, conditions, products, and yield Starting materials: N[C@H]1[C@@H](C(OC2=CC=C(C=C12)C#N)(C)C)O ((3S,4R)-4-amino-3-hydroxy-2,2-dimethyl-chroman-6-carbonitrile), ClC=1C=C2C(OC(C2=CC1)=O)=O (5-chloro-isobenzofuran-1,3-dione). Yields the product ClC=1C=C2C(N(C(C2=CC1)=O)C1C(C(OC2=CC=C(C=C12)C#N)(C)C)O)=O (4-(5-Chloro-1,3-dioxo-1,3-dihydro-isoindol-2-yl)-3-hydroxy-2,2-dimethyl-chroman-6-carbonitrile). RXN SMILES: [NH2:1][C@@H:2]1[C:11]2[C:6](=[CH:7][CH:8]=[C:9]([C:12]#[N:13])[CH:10]=2)[O:5][C:4]([CH3:15])([CH3:14])[C@H:3]1[OH:16].[Cl:17][C:18]1[CH:19]=[C:20]2[C:24](=[CH:25][CH:26]=1)[C:23](=O)[O:22][C:21]2=[O:28]>>[Cl:17][C:18]1[CH:19]=[C:20]2[C:24](=[CH:25][CH:26]=1)[C:23](=[O:22])[N:1]([CH:2]1[C:11]3[C:6](=[CH:7][CH:8]=[C:9]([C:12]#[N:13])[CH:10]=3)[O:5][C:4]([CH3:14])([CH3:15])[CH:3]1[OH:16])[C:21]2=[O:28]. Reported procedure: Following the procedure in Example 89, using (3S,4R)-4-amino-3-hydroxy-2,2-dimethyl-chroman-6-carbonitrile and 5-chloro-isobenzofuran-1,3-dione as starting materials, the title compound was prepared as a pale yellow solid.